From a dataset of the Open Reaction Database (ORD), a public repository of structured organic reaction records. describe an organic reaction: reactants, conditions, products, and yield The reactants are [C@H]12N[C@@H](C[C@@H]2C1)CNC(=O)C=1C=CC=C2C1C=CO2 (benzofuran-4-carboxylic acid [(1S,3S,5S)-2-aza-bicyclo[3.1.0]hex-3-ylmethyl]-amide), CC=1SC(=C(N1)C(=O)O)C=1C=C(C=CC1)C (2-methyl-5-m-tolyl-thiazole-4-carboxylic acid). Product: CC=1SC(=C(N1)C(=O)N1[C@H]2C[C@H]2C[C@H]1CNC(=O)C=1C=CC=C2C1C=CO2)C=2C=C(C=CC2)C (benzofuran-4-carboxylic acid [(1S,3S,5S)-2-(2-methyl-5-m-tolyl-thiazole-4-carbonyl)-2-aza-bicyclo[3.1.0]hex-3-ylmethyl]-amide). Reaction SMILES: [C@H:1]12[CH2:6][C@H:5]1[CH2:4][C@@H:3]([CH2:7][NH:8][C:9]([C:11]1[CH:12]=[CH:13][CH:14]=[C:15]3[O:19][CH:18]=[CH:17][C:16]=13)=[O:10])[NH:2]2.[CH3:20][C:21]1[S:22][C:23]([C:29]2[CH:30]=[C:31]([CH3:35])[CH:32]=[CH:33][CH:34]=2)=[C:24]([C:26](O)=[O:27])[N:25]=1>>[CH3:20][C:21]1[S:22][C:23]([C:29]2[CH:30]=[C:31]([CH3:35])[CH:32]=[CH:33][CH:34]=2)=[C:24]([C:26]([N:2]2[C@H:3]([CH2:7][NH:8][C:9]([C:11]3[CH:12]=[CH:13][CH:14]=[C:15]4[O:19][CH:18]=[CH:17][C:16]=34)=[O:10])[CH2:4][C@H:5]3[C@@H:1]2[CH2:6]3)=[O:27])[N:25]=1. Procedure: prepared by reaction of benzofuran-4-carboxylic acid [(1S,3S,5S)-2-aza-bicyclo[3.1.0]hex-3-ylmethyl]-amide with 2-methyl-5-m-tolyl-thiazole-4-carboxylic acid. LC-MS (basic): tR=1.42 min; [M+H]+=472.1. Starting materials: BrC1=C(C=CC=C1)C=NN1C(C(=C(C2=CC=CC=C12)O)C1=NS(C2=C(N1)C=CC=C2)(=O)=O)=O (1-{[(2-bromophenyl)methylene]amino}-3-(1,1-dioxido-4H-1,2,4-benzothiadiazin-3-yl)-4-hydroxyquinolin-2(1H)-one), CO (methanol), solution, [BH4-].[Li+] (lithium borohydride), Cl (hydrochloric acid). Solvent: O1CCCC1 (tetrahydrofuran), O1CCCC1 (tetrahydrofuran), O (water). Reaction conditions: temperature 25 celsius, time 1 hour. Yields the product BrC1=C(CNN2C(C(=C(C3=CC=CC=C23)O)C2=NS(C3=C(N2)C=CC=C3)(=O)=O)=O)C=CC=C1 (1-[(2-bromobenzyl)amino]-3-(1,1-dioxido-4H-1,2,4-benzothiadiazin-3-yl)-4-hydroxyquinolin-2(1H)-one). As a reaction SMILES: [Br:1][C:2]1[CH:7]=[CH:6][CH:5]=[CH:4][C:3]=1[CH:8]=[N:9][N:10]1[C:19]2[C:14](=[CH:15][CH:16]=[CH:17][CH:18]=2)[C:13]([OH:20])=[C:12]([C:21]2[NH:26][C:25]3[CH:27]=[CH:28][CH:29]=[CH:30][C:24]=3[S:23](=[O:32])(=[O:31])[N:22]=2)[C:11]1=[O:33].CO.[BH4-].[Li+].Cl>O1CCCC1.O>[Br:1][C:2]1[CH:7]=[CH:6][CH:5]=[CH:4][C:3]=1[CH2:8][NH:9][N:10]1[C:19]2[C:14](=[CH:15][CH:16]=[CH:17][CH:18]=2)[C:13]([OH:20])=[C:12]([C:21]2[NH:26][C:25]3[CH:27]=[CH:28][CH:29]=[CH:30][C:24]=3[S:23](=[O:32])(=[O:31])[N:22]=2)[C:11]1=[O:33] |f:2.3|. Procedure details: The product of Example 265A (0.068 g, 0.129 mmol) in tetrahydrofuran (3.0 mL) and methanol (0.011 mL, 0.258 mmol) at 0° C. was treated with dropwise addition of a 2.0M solution of lithium borohydride in tetrahydrofuran (0.184 mL, 0.368 mmol). The reaction was stirred at 25° C. for 1 hour, acidified with 1M hydrochloric acid to a pH of approximately 2-4, diluted with water (8.0 mL), and the resulting precipitate was collected by filtration and dried. The crude product was triturated with dichloro... Starting materials: CC(C)(C)OC(=O)N1CCC(O)(c2cc(C(F)(F)F)ccn2)CC1, O=S(Cl)Cl, c1ccncc1. Yields the product CC(C)(C)OC(=O)N1CC=C(c2cc(C(F)(F)F)ccn2)CC1. As a reaction SMILES: [OH:1][C:2]1([c:15]2[n:16][cH:17][cH:18][c:19]([C:21]([F:22])([F:23])[F:24])[cH:20]2)[CH2:3][CH2:4][N:5]([C:8](=[O:9])[O:10][C:11]([CH3:12])([CH3:13])[CH3:14])[CH2:6][CH2:7]1.[S:25]([Cl:26])([Cl:27])=[O:28].[cH:29]1[cH:30][cH:31][n:32][cH:33][cH:34]1>>[C:2]1([c:15]2[n:16][cH:17][cH:18][c:19]([C:21]([F:22])([F:23])[F:24])[cH:20]2)=[CH:3][CH2:4][N:5]([C:8](=[O:9])[O:10][C:11]([CH3:12])([CH3:13])[CH3:14])[CH2:6][CH2:7]1. Starting materials: O=C(Nc1nc2ccc(F)cc2s1)C1=CCN(c2ncc(Br)cc2F)CC1, C1CCOC1, CCCC[N+](CCCC)(CCCC)CCCC, Cl[Pd]Cl, [F-]. Yields the product C=Cc1cnc(N2CC=C(C(=O)Nc3nc4ccc(F)cc4s3)CC2)c(F)c1. Reaction SMILES: [Br:1][c:2]1[cH:3][c:4]([F:27])[c:5]([N:8]2[CH2:9][CH2:10][C:11]([C:14](=[O:15])[NH:16][c:17]3[s:18][c:19]4[c:20]([n:21]3)[cH:22][cH:23][c:24]([F:26])[cH:25]4)=[CH:12][CH2:13]2)[n:6][cH:7]1.[CH2:46]1[O:47][CH2:48][CH2:49][CH2:50]1.[CH3:29][CH2:30][CH2:31][CH2:32][N+:33]([CH2:34][CH2:35][CH2:36][CH3:37])([CH2:38][CH2:39][CH2:40][CH3:41])[CH2:42][CH2:43][CH2:44][CH3:45].[Cl:51][Pd:52][Cl:53].[F-:28]>>[c:2]1([CH:29]=[CH2:30])[cH:3][c:4]([F:27])[c:5]([N:8]2[CH2:9][CH2:10][C:11]([C:14](=[O:15])[NH:16][c:17]3[s:18][c:19]4[c:20]([n:21]3)[cH:22][cH:23][c:24]([F:26])[cH:25]4)=[CH:12][CH2:13]2)[n:6][cH:7]1. Reactants: ClC1=C(C(=CC(=C1)C(F)(F)F)Cl)N1N=C(C(=N1)CO)C (2-(2,6-dichloro-4-trifluoromethylphenyl)-5-methyl-2H-1,2,3-triazol-4-ylmethanol), Br (hydrobromic acid), S(O)(O)(=O)=O (sulphuric acid). The solvent is O (water). Product: BrCC1=NN(N=C1C)C1=C(C=C(C=C1Cl)C(F)(F)F)Cl (4-bromomethyl-2-(2,6-dichloro-4-trifluoromethylphenyl)-5-methyl-2H-1,2,3-triazole). RXN SMILES: [Cl:1][C:2]1[CH:7]=[C:6]([C:8]([F:11])([F:10])[F:9])[CH:5]=[C:4]([Cl:12])[C:3]=1[N:13]1[N:17]=[C:16]([CH2:18]O)[C:15]([CH3:20])=[N:14]1.[BrH:21].S(=O)(=O)(O)O>O>[Br:21][CH2:18][C:16]1[C:15]([CH3:20])=[N:14][N:13]([C:3]2[C:2]([Cl:1])=[CH:7][C:6]([C:8]([F:11])([F:10])[F:9])=[CH:5][C:4]=2[Cl:12])[N:17]=1. Reported procedure: A mixture of this product (38.5 g) and caesium carbonate (32.6 g) in tetrahydrofuran (1000 ml) was stirred at room temperature for 1 hour. The mixture was stirred at room temperature for 11/2 hours. The solvent was evaporated under reduced pressure and the residue taken up in ether. The extract was washed with water, dried and evaporated. The residue was triturated with light petroleum (bp 40°-60°) and filtered to give 2-(2,6-dichloro-4-trifluoro-methylphenyl)-2H-1,2,3-triazole-4-carboxaldehyde ... Reactants: C(=O)(OCC)C=1C(NC(N(C1)NC1=C(C=C(C=C1Cl)Cl)Cl)=O)=O (5-Carbethoxy-1-(2,4,6-trichloroanilino)-2,4-pyrimidinedione). The solvent is Cl (HCl), C(C)(=O)O (acetic acid). The product is C(=O)(O)C=1C(NC(N(C1)NC1=C(C=C(C=C1Cl)Cl)Cl)=O)=O (5-carboxy-1-(2,4,6-trichloroanilino)-2,4-pyrimidinedione). As a reaction SMILES: [C:1]([C:6]1[C:7](=[O:23])[NH:8][C:9](=[O:22])[N:10]([NH:12][C:13]2[C:18]([Cl:19])=[CH:17][C:16]([Cl:20])=[CH:15][C:14]=2[Cl:21])[CH:11]=1)([O:3]CC)=[O:2]>Cl.C(O)(=O)C>[C:1]([C:6]1[C:7](=[O:23])[NH:8][C:9](=[O:22])[N:10]([NH:12][C:13]2[C:14]([Cl:21])=[CH:15][C:16]([Cl:20])=[CH:17][C:18]=2[Cl:19])[CH:11]=1)([OH:3])=[O:2]. Procedure: 5-Carbethoxy-1-(2,4,6-trichloroanilino)-2,4-pyrimidinedione is dissolved in a hot mixture of concentrated HCl and glacial acetic acid (1:1) and is refluxed for 10 hours. The reaction mixture is cooled to RT and filtered, giving 5-carboxy-1-(2,4,6-trichloroanilino)-2,4-pyrimidinedione.